Dataset: the Open Reaction Database (ORD), a public repository of structured organic reaction records. Task: describe an organic reaction: reactants, conditions, products, and yield Starting materials: C1CCOC1, CC(C)(N=C=O)c1ccc(Cl)cc1, Nc1cccc2cnccc12. The product is CC(C)(NC(=O)Nc1cccc2cnccc12)c1ccc(Cl)cc1. RXN SMILES: [CH2:25]1[O:26][CH2:27][CH2:28][CH2:29]1.[Cl:12][c:13]1[cH:14][cH:15][c:16]([C:19]([CH3:20])([CH3:21])[N:22]=[C:23]=[O:24])[cH:17][cH:18]1.[NH2:1][c:2]1[c:3]2[cH:4][cH:5][n:6][cH:7][c:8]2[cH:9][cH:10][cH:11]1>>[NH:1]([c:2]1[c:3]2[cH:4][cH:5][n:6][cH:7][c:8]2[cH:9][cH:10][cH:11]1)[C:23]([NH:22][C:19]([c:16]1[cH:15][cH:14][c:13]([Cl:12])[cH:18][cH:17]1)([CH3:20])[CH3:21])=[O:24]. Reactants: CC(=O)SCC(=O)O, ClCCCl, ClCCl, NCCCOc1cccc(CN2CCCCC2)c1, O. The product is CC(=O)SCC(=O)NCCCOc1cccc(CN2CCCCC2)c1. Reaction SMILES: [C:19]([CH3:20])(=[O:21])[S:22][CH2:23][C:24](=[O:25])[OH:26].[CH2:27]([Cl:28])[CH2:29][Cl:30].[Cl:32][CH2:33][Cl:34].[N:1]1([CH2:7][c:8]2[cH:9][c:10]([O:11][CH2:12][CH2:13][CH2:14][NH2:15])[cH:16][cH:17][cH:18]2)[CH2:2][CH2:3][CH2:4][CH2:5][CH2:6]1.[OH2:31]>>[N:1]1([CH2:7][c:8]2[cH:9][c:10]([O:11][CH2:12][CH2:13][CH2:14][NH:15][C:24]([CH2:23][S:22][C:19]([CH3:20])=[O:21])=[O:25])[cH:16][cH:17][cH:18]2)[CH2:2][CH2:3][CH2:4][CH2:5][CH2:6]1. The reactants are O=[N+]([O-])c1cc(CO)ccc1Cl, CCOC(=O)N=NC(=O)OCC, CCOC(=O)CN1CC(=O)NC1=O, C1CCOC1, O, c1ccc(P(c2ccccc2)c2ccccc2)cc1. Yields the product CCOC(=O)CN1CC(=O)N(Cc2ccc(Cl)c([N+](=O)[O-])c2)C1=O. Reaction SMILES: [N+:13](=[O:14])([O-:15])[c:16]1[cH:17][c:18]([CH2:19][OH:20])[cH:21][cH:22][c:23]1[Cl:24].[O:1]=[C:2]([O:3][CH2:4][CH3:5])[N:6]=[N:7][C:8]([O:9][CH2:10][CH3:11])=[O:12].[O:25]=[C:26]1[N:27]([CH2:32][C:33](=[O:34])[O:35][CH2:36][CH3:37])[CH2:28][C:29](=[O:31])[NH:30]1.[O:57]1[CH2:58][CH2:59][CH2:60][CH2:61]1.[OH2:62].[c:38]1([P:39]([c:40]2[cH:41][cH:42][cH:43][cH:44][cH:45]2)[c:46]2[cH:47][cH:48][cH:49][cH:50][cH:51]2)[cH:52][cH:53][cH:54][cH:55][cH:56]1>>[N+:13](=[O:14])([O-:15])[c:16]1[cH:17][c:18]([CH2:19][N:30]2[C:26](=[O:25])[N:27]([CH2:32][C:33](=[O:34])[O:35][CH2:36][CH3:37])[CH2:28][C:29]2=[O:31])[cH:21][cH:22][c:23]1[Cl:24].